The task is: describe an organic reaction: reactants, conditions, products, and yield. This data is from the Open Reaction Database (ORD), a public repository of structured organic reaction records. The reactants are PTFE, C1(=CC=CC=C1)C (PhMe), FC1=C(C(=C(C#N)C=C1)C(F)(F)F)I (4-fluoro-3-iodo-2-(trifluoromethyl)benzonitrile), C(#C)[Si](C)(C)C (Ethynyltrimethylsilane). The reagents and catalysts are Cl[Pd]([P](C1=CC=CC=C1)(C2=CC=CC=C2)C3=CC=CC=C3)([P](C4=CC=CC=C4)(C5=CC=CC=C5)C6=CC=CC=C6)Cl (Pd(PPh3)2Cl2), [Cu]I (CuI). The solvent is CCOC(=O)C (EtOAc). Conditions: temperature 60 celsius. Product: FC1=C(C(=C(C#N)C=C1)C(F)(F)F)C#C[Si](C)(C)C (4-fluoro-2-(trifluoromethyl)-3-((trimethylsilyl)ethynyl)benzonitrile). The yield is 81.0%. Reaction SMILES: [F:1][C:2]1[CH:9]=[CH:8][C:5]([C:6]#[N:7])=[C:4]([C:10]([F:13])([F:12])[F:11])[C:3]=1I.C1(C)C=CC=CC=1.[C:22]([Si:24]([CH3:27])([CH3:26])[CH3:25])#[CH:23]>CCOC(C)=O.Cl[Pd](Cl)([P](C1C=CC=CC=1)(C1C=CC=CC=1)C1C=CC=CC=1)[P](C1C=CC=CC=1)(C1C=CC=CC=1)C1C=CC=CC=1.[Cu]I>[F:1][C:2]1[CH:9]=[CH:8][C:5]([C:6]#[N:7])=[C:4]([C:10]([F:13])([F:12])[F:11])[C:3]=1[C:23]#[C:22][Si:24]([CH3:27])([CH3:26])[CH3:25] |^1:36,55|. Reported procedure: A 20 mL vial was charged with 4-fluoro-3-iodo-2-(trifluoromethyl)benzonitrile, (0.315 g, 1.00 mmol), Pd(PPh3)2Cl2 (0.014 g, 0.020 mmol) and CuI (0.0076 g, 0.040 mmol), and sealed with a rubber septum. Anhyd PhMe (5 mL) and DIPA (0.210 mL, 1.500 mmol) were added via syringe and the mixture was degassed 10 min by sparging with N2 while immersed in an ultrasonic bath. Ethynyltrimethylsilane (0.155 mL, 1.100 mmol) was added dropwise via syringe and the septum was replaced by a PTFE-faced crimp top. ... The reactants are C(C)C=1C=CC(=NC1)C=CC1=NNC2=CC(=CC=C12)NC1=C(C(=O)NCC#C)C=CC=C1 (2-{3-[2-(5-Ethyl-pyridin-2-yl)-vinyl]-1H-indazol-6-ylamino}-N-prop-2-ynyl-benzamide), C1(CC1)N (cyclopropyl amine), C(C)C1=CC(=NC=C1)C (4-ethyl-2-methyl-pyridine), ClC1=CC=C2C(=NNC2=C1)C(CC1=NC=C(C=C1)CC)O (1-(6-Chloro-1H-indazol-3-yl)-2-(5-ethyl-pyridin-2-yl)-ethanol). Yields the product C1(CC1)NC(C1=C(C=CC=C1)NC1=CC=C2C(=NNC2=C1)\C=C\C1=NC=CC(=C1)C)=O (N-Cyclopropyl-2-{3-[(E)-2-(4-methyl-pyridin-2-yl)-vinyl]-1H-indazol-6-ylamino}-benzamide). Reaction SMILES: C([C:3]1[CH:4]=[CH:5][C:6]([CH:9]=[CH:10][C:11]2[C:19]3[C:14](=[CH:15][C:16]([NH:20][C:21]4[CH:32]=[CH:31][CH:30]=[CH:29][C:22]=4[C:23]([NH:25][CH2:26][C:27]#[CH:28])=[O:24])=[CH:17][CH:18]=3)[NH:13][N:12]=2)=[N:7][CH:8]=1)C.[CH2:33](C1C=CN=C(C)C=1)C.ClC1C=C2C(C(C(O)CC3C=CC(CC)=CN=3)=NN2)=CC=1.C1(N)CC1>>[CH:26]1([NH:25][C:23](=[O:24])[C:22]2[CH:29]=[CH:30][CH:31]=[CH:32][C:21]=2[NH:20][C:16]2[CH:15]=[C:14]3[C:19]([C:11](/[CH:10]=[CH:9]/[C:6]4[CH:5]=[C:4]([CH3:33])[CH:3]=[CH:8][N:7]=4)=[N:12][NH:13]3)=[CH:18][CH:17]=2)[CH2:27][CH2:28]1. Procedure details: The title compound was prepared analogously to 2-{3-[2-(5-Ethyl-pyridin-2-yl)-vinyl]-1H-indazol-6-ylamino}-N-prop-2-ynyl-benzamide described above, substituting 2,4-dimethyl-pyridine for 4-ethyl-2-methyl-pyridine in the step where 1-(6-Chloro-1H-indazol-3-yl)-2-(5-ethyl-pyridin-2-yl)-ethanol was prepared, and substituting cyclopropyl amine in place of propargyl amine in the final step of the sequence. 1H NMR (DMSO-d6): δ 9.85 (1H, s), 8.56 (2H, m), 8.20 (3H, m), 7.53 (5H, m), 7.35 (1H, s), 7.2 (... Reactants: O(C1=CC=CC=C1)CCN1CCOCC1 (N-(2-phenoxyethyl) morpholine), ClS(=O)(=O)O (chlorosulfonic acid), Cl.O(C1=CC=CC=C1)CCN1CCOCC1 (N-(2-phenoxyethyl)morpholine HCl salt), ClS(=O)(=O)O (chlorosulfonic acid). The solvent is ClCCl (dichloromethane), ClCCl (Dichloromethane). Run at temperature 0 celsius, time 2 hour. The product is N1(CCOCC1)CCOC1=CC=C(C=C1)S(=O)(=O)Cl ([2-(morpholin-4-yl)ethoxy]benzene-4-sulfonyl chloride). As a reaction SMILES: [O:1]([CH2:8][CH2:9][N:10]1[CH2:15][CH2:14][O:13][CH2:12][CH2:11]1)[C:2]1[CH:7]=[CH:6][CH:5]=[CH:4][CH:3]=1.Cl.O(CCN1CCOCC1)C1C=CC=CC=1.[Cl:32][S:33](O)(=[O:35])=[O:34]>ClCCl>[N:10]1([CH2:9][CH2:8][O:1][C:2]2[CH:7]=[CH:6][C:5]([S:33]([Cl:32])(=[O:35])=[O:34])=[CH:4][CH:3]=2)[CH2:11][CH2:12][O:13][CH2:14][CH2:15]1 |f:1.2|. Reported procedure: [2-(Morpholin-4-yl)ethoxy]benzene-4-sulfonyl chloride was prepared using N-(2-phenoxyethyl) morpholine by similar reaction described above. For example, 7.2 g of N-(2-phenoxyethyl)morpholine HCl salt was resuspended in 20 ml of dichloromethane and 7 ml of chlorosulfonic acid was slowly introduced with cooling by ice-jacket. The reaction mixture was stirred at 0° C. for 2 hr, then, at room temperature overnight. Dichloromethane (350 ml) was added to the reaction mixture and excess chlorosulfonic ... The reactants are CS(=O)(=O)O, CCO, CC(N)(CO)CO, O=Cc1ccc2c(ccc3c4ccccc4ccc23)c1, CC(CO)(CO)NCc1cc2c3ccccc3ccc2c2ccccc12. Product: CS(=O)(=O)O, CC(CO)(CO)NCc1ccc2c(ccc3c4ccccc4ccc23)c1. Reaction SMILES: [CH3:1][S:2](=[O:3])(=[O:4])[OH:5].[CH3:59][CH2:60][OH:61].[NH2:52][C:53]([CH2:54][OH:55])([CH2:56][OH:57])[CH3:58].[cH:32]1[c:33]([CH:50]=[O:51])[cH:34][cH:35][c:36]2[c:37]3[cH:38][cH:39][c:40]4[cH:41][cH:42][cH:43][cH:44][c:45]4[c:46]3[cH:47][cH:48][c:49]12.[cH:6]1[c:7]2[cH:8][cH:9][c:10]3[c:11]([cH:12][c:13]([CH2:14][NH:15][C:16]([CH3:17])([CH2:18][OH:19])[CH2:20][OH:21])[c:22]4[c:23]3[cH:24][cH:25][cH:26][cH:27]4)[c:28]2[cH:29][cH:30][cH:31]1>>[CH3:1][S:2](=[O:3])(=[O:4])[OH:5].[cH:32]1[c:33]([CH2:50][NH:52][C:53]([CH2:54][OH:55])([CH2:56][OH:57])[CH3:58])[cH:34][cH:35][c:36]2[c:37]3[cH:38][cH:39][c:40]4[cH:41][cH:42][cH:43][cH:44][c:45]4[c:46]3[cH:47][cH:48][c:49]12. Reactants: C(C1=CC=CC=C1)(=O)Cl (Benzoyl chloride), C(C1=CC=CC=C1)O[C@@H]1[C@H]([C@H](OC)O[C@@H]([C@H]1OCC1=CC=CC=C1)COCC1=CC=C(C=C1)Cl)O (Methyl 3,4-di-O-benzyl-6-O-(4-chlorobenzyl)-β-D-glucopyranoside), EtOAc Hexanes. The reagents and catalysts are CN(C)C=1C=CN=CC1 (DMAP). Solvent: C(Cl)Cl (CH2Cl2). Reaction conditions: time 1 hour. The product is C(C1=CC=CC=C1)(=O)O[C@H]1[C@H](OC)O[C@@H]([C@H]([C@@H]1OCC1=CC=CC=C1)OCC1=CC=CC=C1)COCC1=CC=C(C=C1)Cl (Methyl 2-O-benzoyl-3,4-di-O-benzyl-6-O-(4-chlorobenzyl)-β-D-glucopyranoside). The yield is 83.8%. Reaction SMILES: [CH2:1]([O:8][C@H:9]1[C@H:16]([O:17][CH2:18][C:19]2[CH:24]=[CH:23][CH:22]=[CH:21][CH:20]=2)[C@@H:15]([CH2:25][O:26][CH2:27][C:28]2[CH:33]=[CH:32][C:31]([Cl:34])=[CH:30][CH:29]=2)[O:14][C@@H:11]([O:12][CH3:13])[C@@H:10]1[OH:35])[C:2]1[CH:7]=[CH:6][CH:5]=[CH:4][CH:3]=1.[C:36](Cl)(=[O:43])[C:37]1[CH:42]=[CH:41][CH:40]=[CH:39][CH:38]=1>C(Cl)Cl.CN(C1C=CN=CC=1)C>[C:36]([O:35][C@@H:10]1[C@@H:9]([O:8][CH2:1][C:2]2[CH:7]=[CH:6][CH:5]=[CH:4][CH:3]=2)[C@H:16]([O:17][CH2:18][C:19]2[CH:24]=[CH:23][CH:22]=[CH:21][CH:20]=2)[C@@H:15]([CH2:25][O:26][CH2:27][C:28]2[CH:29]=[CH:30][C:31]([Cl:34])=[CH:32][CH:33]=2)[O:14][C@H:11]1[O:12][CH3:13])(=[O:43])[C:37]1[CH:42]=[CH:41][CH:40]=[CH:39][CH:38]=1. Procedure: Methyl 3,4-di-O-benzyl-6-O-(4-chlorobenzyl)-β-D-glucopyranoside (0.244 g, 0.481 mmol) was dissolved in 5 mL CH2Cl2. Benzoyl chloride (67 μL, 0.577 mmol) and DMAP (0.118 g, 0.962 mmol) were added and the reaction mixture was stirred at room temperature for 1 h. A 30% EtOAc/Hexanes solution was added (a white precipitate formed) and the solution was filtered through silica, eluted with EtOAc and concentrated. Purification by flash column chromatography on silica gel (25-30% EtOAc/Hexanes) gave 243... Reaction SMILES: [C:1]1([C:7]2[C:16]3[C:11](=[CH:12][CH:13]=[CH:14][CH:15]=3)[C:10]([SH:17])=[N:9][N:8]=2)[CH:6]=[CH:5][CH:4]=[CH:3][CH:2]=1.[OH-].[K+].[CH2:20](Br)[CH:21]=[CH2:22]>C(O)C>[CH2:22]([S:17][C:10]1[C:11]2[C:16](=[CH:15][CH:14]=[CH:13][CH:12]=2)[C:7]([C:1]2[CH:2]=[CH:3][CH:4]=[CH:5][CH:6]=2)=[N:8][N:9]=1)[CH:21]=[CH2:20] |f:1.2|. The reactants are [OH-].[K+] (KOH), C1(=CC=CC=C1)C1=NN=C(C2=CC=CC=C12)S (4-phenylphthalazine-1-thiol), C(C=C)Br (allylbromide). The solvent is C(C)O (ethanol). Reaction conditions: time 10 minute. Product: C(C=C)SC1=NN=C(C2=CC=CC=C12)C1=CC=CC=C1 (1-(2-Propenylthio)-4-Phenylphthalazine). Procedure details: To a suspension of 4-phenylphthalazine-1-thiol (Example 1B) (238 mg, 1 mmol) in ethanol (40 ml) is added aqueous KOH (1 molar, 1 ml). After 10 minutes, allylbromide (0.1 ml, 1 mmol) is added, and the mixture is stirred at room temperature for 4 days. After the solvent is evaporated, the residue is extracted with CH2Cl2. The organic phase is evaporated and the residue is stirred with isopropyl ether. Filtration gives the pure title compound, which is recrystallized from ethanol (130 mg). (R1=viny... Reactants: C([O-])([O-])=O.[K+].[K+] (potassium carbonate), COC=1C=C(C=CC1)O (3-methoxyphenol), BrC1=CC=C(C(CBr)=O)C=C1 (4-bromophenacyl bromide). The solvent is CC(=O)C (acetone). Yields the product BrC1=CC=C(C=C1)C(COC1=CC(=CC=C1)OC)=O (1-(4-bromo-phenyl)-2-(3-methoxy-phenoxy)-ethanone). Reaction SMILES: [Br:1][C:2]1[CH:11]=[CH:10][C:5]([C:6](=[O:9])[CH2:7]Br)=[CH:4][CH:3]=1.C(=O)([O-])[O-].[K+].[K+].[CH3:18][O:19][C:20]1[CH:21]=[C:22]([OH:26])[CH:23]=[CH:24][CH:25]=1>CC(C)=O>[Br:1][C:2]1[CH:11]=[CH:10][C:5]([C:6](=[O:9])[CH2:7][O:26][C:22]2[CH:23]=[CH:24][CH:25]=[C:20]([O:19][CH3:18])[CH:21]=2)=[CH:4][CH:3]=1 |f:1.2.3|. Procedure details: 11.5 g of 4-bromophenacyl bromide are dissolved in 250 ml of acetone and, after the addition of 5.75 g of potassium carbonate and 4.5 ml of 3-methoxyphenol, the reaction mixture is stirred and subsequently filtered. The filtrate is concentrated and the residue is chromatographed over silica gel with ethyl acetate/hexane (5:95 to 10:90). There are obtained 7.3 g of 1-(4-bromo-phenyl)-2-(3-methoxy-phenoxy)-ethanone, MS: m/e 320 (M+, 1 Br).